Dataset: the Open Reaction Database (ORD), a public repository of structured organic reaction records. Task: describe an organic reaction: reactants, conditions, products, and yield The reactants are C(CCC)N1C(=C(C(C=C1CC)=O)C(=O)NC1=C(C=CC=C1CC)CC)C (1-butyl-6-ethyl-N-(2,6-diethylphenyl)-1,4-dihydro-2-methyl-4-oxo-3-pyridinecarboxamide), C([O-])([O-])=O.[Na+].[Na+] (sodium carbonate), BrBr (bromine). Solvent: C(Cl)Cl (methylene chloride), C(Cl)Cl (methylene chloride). Run at time 6 hour. The product is BrC=1C(C(=C(N(C1CC)CCCC)C)C(=O)NC1=C(C=CC=C1CC)CC)=O (5-bromo-1-butyl-6-ethyl-N-(2,6-diethylphenyl)-1,4-dihydro-2-methyl-4-oxo-3-pyridinecarboxamide). Yield: 72.3%. Reaction SMILES: [CH2:1]([N:5]1[C:10]([CH2:11][CH3:12])=[CH:9][C:8](=[O:13])[C:7]([C:14]([NH:16][C:17]2[C:22]([CH2:23][CH3:24])=[CH:21][CH:20]=[CH:19][C:18]=2[CH2:25][CH3:26])=[O:15])=[C:6]1[CH3:27])[CH2:2][CH2:3][CH3:4].C(=O)([O-])[O-].[Na+].[Na+].[Br:34]Br>C(Cl)Cl>[Br:34][C:9]1[C:8](=[O:13])[C:7]([C:14]([NH:16][C:17]2[C:18]([CH2:25][CH3:26])=[CH:19][CH:20]=[CH:21][C:22]=2[CH2:23][CH3:24])=[O:15])=[C:6]([CH3:27])[N:5]([CH2:1][CH2:2][CH2:3][CH3:4])[C:10]=1[CH2:11][CH3:12] |f:1.2.3|. Procedure details: To a mixture of 700 mg (1.90 mmol) of 1-butyl-6-ethyl-N-(2,6-diethylphenyl)-1,4-dihydro-2-methyl-4-oxo-3-pyridinecarboxamide, 14 ml of methylene chloride and 1.2 g (7.40 mmol) of sodium carbonate was added a solution of 303 mg (1.90 mmol) of bromine in 5 ml of methylene chloride under vigorous stirring. After the completion of addition the mixture was stirred for 6 hours. The insoluble product in methylene chloride was filtered off and the filtrate was concentrated in vacuo to give a crystalline... The reactants are ClCCl, OCc1ccc(C(F)F)o1, C1CCOC1, c1ccc(P(c2ccccc2)c2ccccc2)cc1, [N-]=[N+]=NP(=O)(c1ccccc1)c1ccccc1. Product: [N-]=[N+]=NCc1ccc(C(F)F)o1. As a reaction SMILES: [Cl:52][CH2:53][Cl:54].[F:1][CH:2]([c:3]1[cH:4][cH:5][c:6]([CH2:8][OH:9])[o:7]1)[F:10].[O:47]1[CH2:48][CH2:49][CH2:50][CH2:51]1.[c:11]1([P:12]([c:13]2[cH:14][cH:15][cH:16][cH:17][cH:18]2)[c:19]2[cH:20][cH:21][cH:22][cH:23][cH:24]2)[cH:25][cH:26][cH:27][cH:28][cH:29]1.[c:30]1([P:31]([c:32]2[cH:33][cH:34][cH:35][cH:36][cH:37]2)(=[O:38])[N:44]=[N+:45]=[N-:46])[cH:39][cH:40][cH:41][cH:42][cH:43]1>>[F:1][CH:2]([c:3]1[cH:4][cH:5][c:6]([CH2:8][N:44]=[N+:45]=[N-:46])[o:7]1)[F:10]. Reactants: C1(=CC=CC=C1)C=1C=CC2=C(NC(C(O2)C)=O)C1 (6-phenyl-2-methyl-1,4-benzoxazin-3-one), P12(=S)SP3(=S)SP(=S)(S1)SP(=S)(S2)S3 (phosphorus pentasulfide). Run in N1=CC=CC=C1 (pyridine), O (water). Product: C1(=CC=CC=C1)C=1C=CC2=C(NC(C(O2)C)=S)C1 (6-Phenyl-2-methyl-1,4-benzoxazine-3-thione). The yield is 100.0%. As a reaction SMILES: [C:1]1([C:7]2[CH:8]=[CH:9][C:10]3[O:15][CH:14]([CH3:16])[C:13](=O)[NH:12][C:11]=3[CH:18]=2)[CH:6]=[CH:5][CH:4]=[CH:3][CH:2]=1.P12(SP3(SP(SP(S3)(S1)=S)(=S)S2)=S)=[S:20]>N1C=CC=CC=1.O>[C:1]1([C:7]2[CH:8]=[CH:9][C:10]3[O:15][CH:14]([CH3:16])[C:13](=[S:20])[NH:12][C:11]=3[CH:18]=2)[CH:6]=[CH:5][CH:4]=[CH:3][CH:2]=1. Reported procedure: 1.62 g of 6-phenyl-2-methyl-1,4-benzoxazin-3-one is heated with 0.5 g of phosphorus pentasulfide in 6 ml of pyridine p.a. The product is diluted with water, extracted 3 times with ethyl acetate, the organic phase is washed with brine and dried with magnesium sulfate. It is concentrated by evaporation. The crude product corresponds to a yield of 100%. Column chromatography with a hexane/ethyl acetate mixture yields pure product.